From a dataset of the Open Reaction Database (ORD), a public repository of structured organic reaction records. describe an organic reaction: reactants, conditions, products, and yield Reactants: CN, [Cl-], [Cl-], [Cl-], [Cl-], O=C1CN=C(c2ccccc2)c2cc(Cl)sc2N1, C1CCOC1, [Ti+4], c1ccccc1. Yields the product CNC1=Nc2sc(Cl)cc2C(c2ccccc2)=NC1. Reaction SMILES: [CH3:24][NH2:25].[Cl-:26].[Cl-:27].[Cl-:28].[Cl-:29].[Cl:1][c:2]1[cH:3][c:4]2[c:5]([s:18]1)[NH:6][C:7](=[O:17])[CH2:8][N:9]=[C:10]2[c:11]1[cH:12][cH:13][cH:14][cH:15][cH:16]1.[O:19]1[CH2:20][CH2:21][CH2:22][CH2:23]1.[Ti+4:30].[cH:31]1[cH:32][cH:33][cH:34][cH:35][cH:36]1>>[Cl:1][c:2]1[cH:3][c:4]2[c:5]([s:18]1)[N:6]=[C:7]([NH:25][CH3:24])[CH2:8][N:9]=[C:10]2[c:11]1[cH:12][cH:13][cH:14][cH:15][cH:16]1. Procedure: To a solution of 0.200 g (0.855 mmol) 4-hydroxymethyl-3-methylbenzofuran-2-carboxylic acid ethyl ester (Example 92, Step 2) in 5 mL of THF was added 0.336 g (1.28 mmol) of triphenylphosphine and 0.355 g (1.07 mmol) of carbon tetrabromide. The reaction was stirred at room temperature for 1 h and then concentrated in vacuo. The residue was diluted ith 20 mL of ether and filtered. The filtrate was concentrated in vacuo and chromatographed on silica gel eluting with ethyl acetate/hexanes (1:10) to p... Yields the product C(C)OC(=O)C=1OC2=C(C1C)C(=CC=C2)CBr (4-bromomethyl-3-methylbenzofuran-2-carboxylic acid ethyl ester). Reaction conditions: time 1 hour. The reactants are C(C)OC(=O)C=1OC2=C(C1C)C(=CC=C2)CO (4-hydroxymethyl-3-methylbenzofuran-2-carboxylic acid ethyl ester), C1(=CC=CC=C1)P(C1=CC=CC=C1)C1=CC=CC=C1 (triphenylphosphine), C(Br)(Br)(Br)Br (carbon tetrabromide). Solvent: C1CCOC1 (THF). The yield is 77.1%. Reaction SMILES: [CH2:1]([O:3][C:4]([C:6]1[O:7][C:8]2[CH:15]=[CH:14][CH:13]=[C:12]([CH2:16]O)[C:9]=2[C:10]=1[CH3:11])=[O:5])[CH3:2].C1(P(C2C=CC=CC=2)C2C=CC=CC=2)C=CC=CC=1.C(Br)(Br)(Br)[Br:38]>C1COCC1>[CH2:1]([O:3][C:4]([C:6]1[O:7][C:8]2[CH:15]=[CH:14][CH:13]=[C:12]([CH2:16][Br:38])[C:9]=2[C:10]=1[CH3:11])=[O:5])[CH3:2]. The reactants are C(C)(C)(C)C=1SC2=C(N1)C=C(C(=C2)N=C=S)N2CCN(CC2)C (2-tert-butyl-6-isothiocyanato-5-(4-methyl-piperazin-1-yl)benzothiazole), N1CCCCC1 (piperidine). Yields the product C(C)(C)(C)C=1SC2=C(N1)C=C(C(=C2)NC(=S)N2CCCCC2)N2CCN(CC2)C (2-tert-butyl-6-[(piperidin-1-yl)thiocarbonylamino]-5-(4-methyl-piperazin-1-yl)benzothiazole). Reaction SMILES: [C:1]([C:5]1[S:6][C:7]2[CH:13]=[C:12]([N:14]=[C:15]=[S:16])[C:11]([N:17]3[CH2:22][CH2:21][N:20]([CH3:23])[CH2:19][CH2:18]3)=[CH:10][C:8]=2[N:9]=1)([CH3:4])([CH3:3])[CH3:2].[NH:24]1[CH2:29][CH2:28][CH2:27][CH2:26][CH2:25]1>>[C:1]([C:5]1[S:6][C:7]2[CH:13]=[C:12]([NH:14][C:15]([N:24]3[CH2:29][CH2:28][CH2:27][CH2:26][CH2:25]3)=[S:16])[C:11]([N:17]3[CH2:22][CH2:21][N:20]([CH3:23])[CH2:19][CH2:18]3)=[CH:10][C:8]=2[N:9]=1)([CH3:4])([CH3:2])[CH3:3]. Procedure: Reaction of 2-tert-butyl-6-isothiocyanato-5-(4-methyl-piperazin-1-yl)benzothiazole described in Example 2 with piperidine under conditions described in Example 1 gives 2-tert-butyl-6-[(piperidin-1-yl)thiocarbonylamino]-5-(4-methyl-piperazin-1-yl)benzothiazole, melting at 202°-206°.